Dataset: the Open Reaction Database (ORD), a public repository of structured organic reaction records. Task: describe an organic reaction: reactants, conditions, products, and yield Starting materials: O=C(n1ccnc1)n1ccnc1, O=C(O)c1ccc(I)cc1, O, NCCCn1cncn1. Yields the product O=C(NCCCn1cncn1)c1ccc(I)cc1. RXN SMILES: [C:11]([n:12]1[cH:13][cH:14][n:15][cH:16]1)([n:17]1[cH:18][cH:19][n:20][cH:21]1)=[O:22].[I:1][c:2]1[cH:3][cH:4][c:5]([C:6](=[O:7])[OH:8])[cH:9][cH:10]1.[OH2:32].[n:23]1([CH2:28][CH2:29][CH2:30][NH2:31])[n:24][cH:25][n:26][cH:27]1>>[I:1][c:2]1[cH:3][cH:4][c:5]([C:6](=[O:8])[NH:31][CH2:30][CH2:29][CH2:28][n:23]2[n:24][cH:25][n:26][cH:27]2)[cH:9][cH:10]1. The reactants are N[C@H](CO)CCC ((S)-2-Aminopentan-1-ol), NC1=NC(=C(C(=N1)Cl)CC1=C(C=C(C=C1)CC#N)OC)C (2-(4-((2-Amino-4-chloro-6-methylpyrimidin-5-yl)methyl)-3-methoxyphenyl)acetonitrile). Run in CN1CCCC1=O (NMP), CCOC(=O)C (EtOAc). Reaction conditions: temperature 140 celsius, time 50 hour. Yields the product NC1=NC(=C(C(=N1)N[C@H](CO)CCC)CC1=C(C=C(C=C1)CC#N)OC)C ((S)-2-(4-((2-Amino-4-(1-hydroxypentan-2-ylamino)-6-methylpyrimidin-5-yl)methyl)-3-methoxyphenyl)acetonitrile). RXN SMILES: [NH2:1][C@@H:2]([CH2:5][CH2:6][CH3:7])[CH2:3][OH:4].[NH2:8][C:9]1[N:14]=[C:13](Cl)[C:12]([CH2:16][C:17]2[CH:22]=[CH:21][C:20]([CH2:23][C:24]#[N:25])=[CH:19][C:18]=2[O:26][CH3:27])=[C:11]([CH3:28])[N:10]=1>CN1C(=O)CCC1.CCOC(C)=O>[NH2:8][C:9]1[N:14]=[C:13]([NH:1][C@@H:2]([CH2:5][CH2:6][CH3:7])[CH2:3][OH:4])[C:12]([CH2:16][C:17]2[CH:22]=[CH:21][C:20]([CH2:23][C:24]#[N:25])=[CH:19][C:18]=2[O:26][CH3:27])=[C:11]([CH3:28])[N:10]=1. Reported procedure: (S)-2-Aminopentan-1-ol (0.136 g) was added to a solution of the product from step (iii) in NMP (2 mL). The resulting mixture was stirred at 140° C. for 50 h then diluted with EtOAc and washed with saturated NaHCO3 solution and saturated brine. The organic phase was dried, filtered and evaporated. The crude product was purified by column chromatography, elution gradient 5 to 10% MeOH in DCM to give the subtitle compound, 0.095 g.